This data is from the Open Reaction Database (ORD), a public repository of structured organic reaction records. The task is: describe an organic reaction: reactants, conditions, products, and yield Reactants: C(C=C)(=O)O (acrylic acid), C1=CC=CC1 (cyclopentadiene), C(C)OCC (diethyl ether). The product is C12C(CC(C=C1)C2)C(=O)O (5-bicyclo[2,2,1]heptene-2-carboxylic acid). Isolated yield 82.0%. As a reaction SMILES: [C:1]([OH:5])(=[O:4])[CH:2]=[CH2:3].[CH:6]1[CH2:10][CH:9]=[CH:8]C=1.[CH2:11](OCC)C>>[CH:3]12[CH2:11][CH:10]([CH:9]=[CH:8]1)[CH2:6][CH:2]2[C:1]([OH:5])=[O:4]. Procedure: 49.5 g of acrylic acid was added to 49.9 g of cyclopentadiene and 40 ml of diethyl ether, and a reaction was allowed to react at room temperature for 2 hr with stirring. After the completion of the reaction, the reaction mixture was concentrated and purified by distillation to give 78.0 g (yield: 82%) of an intended product. The reactants are B(Br)(Br)Br (boron tribromide), ClC=1C(=C(C=CC1OC)C1=CC=C(C=C1)CCC)F (3-chloro-2-fluoro-4-methoxy-4′-propylbiphenyl), O (water). The solvent is C(Cl)Cl (methylene chloride). Run at time 8 hour. Product: ClC=1C(=C(C=CC1O)C1=CC=C(C=C1)CCC)F (3-chloro-2-fluoro-4′-propylbiphenyl-4-ol). The yield is 86.2%. RXN SMILES: [Cl:1][C:2]1[C:3]([F:19])=[C:4]([C:10]2[CH:15]=[CH:14][C:13]([CH2:16][CH2:17][CH3:18])=[CH:12][CH:11]=2)[CH:5]=[CH:6][C:7]=1[O:8]C.B(Br)(Br)Br.O>C(Cl)Cl>[Cl:1][C:2]1[C:3]([F:19])=[C:4]([C:10]2[CH:15]=[CH:14][C:13]([CH2:16][CH2:17][CH3:18])=[CH:12][CH:11]=2)[CH:5]=[CH:6][C:7]=1[OH:8]. Procedure details: 22.0 g of the compound (b66) was dissolved in 200 mL of methylene chloride. 23.7 g of boron tribromide was added dropwise to the resulting solution in a temperature range of −27 to −20° C., and the temperature of the solution was gradually increased to room temperature, followed by stirring overnight. The resulting reaction mixture was poured slowly to 300 mL of iced water, and the mixture was left at rest to separate into an organic layer and an aqueous layer, followed by extracting to the orga... Reactants: C=CCN=C=S, Cn1c(Nc2c(Cl)cccc2Cl)nc2ccc(N)c(C(N)=O)c21, CN(C)C=O. The product is C=CCNC(=S)Nc1ccc2nc(Nc3c(Cl)cccc3Cl)n(C)c2c1C(N)=O. Reaction SMILES: [CH2:24]([CH:25]=[CH2:26])[N:27]=[C:28]=[S:29].[NH2:1][c:2]1[c:3]([C:21](=[O:22])[NH2:23])[c:4]2[c:5]([n:6][c:7]([NH:10][c:11]3[c:12]([Cl:18])[cH:13][cH:14][cH:15][c:16]3[Cl:17])[n:8]2[CH3:9])[cH:19][cH:20]1.[O:30]=[CH:31][N:32]([CH3:33])[CH3:34]>>[NH:1]([c:2]1[c:3]([C:21](=[O:22])[NH2:23])[c:4]2[c:5]([n:6][c:7]([NH:10][c:11]3[c:12]([Cl:18])[cH:13][cH:14][cH:15][c:16]3[Cl:17])[n:8]2[CH3:9])[cH:19][cH:20]1)[C:28]([NH:27][CH2:24][CH:25]=[CH2:26])=[S:29]. As a reaction SMILES: [Br:13][CH2:14][c:15]1[cH:16][cH:17][cH:18][cH:19][cH:20]1.[Br:1][c:2]1[cH:3][c:4]2[cH:5][cH:6][nH:7][c:8]2[cH:9][cH:10]1.[ClH:21].[H-:11].[Na+:12].[O:22]=[CH:23][N:24]([CH3:25])[CH3:26].[OH2:27]>>[Br:1][c:2]1[cH:3][c:4]2[cH:5][cH:6][n:7]([CH2:14][c:15]3[cH:16][cH:17][cH:18][cH:19][cH:20]3)[c:8]2[cH:9][cH:10]1. Starting materials: BrCc1ccccc1, Brc1ccc2[nH]ccc2c1, Cl, [H-], [Na+], CN(C)C=O, O. Yields the product Brc1ccc2c(ccn2Cc2ccccc2)c1. Reactants: COC1=C(C(=C2C(OCC2=C1C)=O)OCOCCOC)C/C=C(/CCC(=O)OC)\C (methyl (E) 6-(1,3-dihydro-6-methoxy-4-methoxyethoxymethoxy-7-methyl-3-oxoisobenzofuran-5-yl)-4-methyl-4-hexenoate), [OH-].[Na+] (sodium hydroxide). Run in O (water), CO (methanol). The product is COC1=C(C(=C2C(OCC2=C1C)=O)OCOCCOC)CC=C(CCC(=O)O)C (6-(1,3-dihydro-6-methoxy-4-methoxyethoxymethoxy-7-methyl-3-oxoisobenzofuran-5-yl)-4-methyl-4-hexenoic acid). Reaction SMILES: [CH3:1][O:2][C:3]1[C:11]([CH3:12])=[C:10]2[C:6]([C:7](=[O:13])[O:8][CH2:9]2)=[C:5]([O:14][CH2:15][O:16][CH2:17][CH2:18][O:19][CH3:20])[C:4]=1[CH2:21]/[CH:22]=[C:23](\[CH3:30])/[CH2:24][CH2:25][C:26]([O:28]C)=[O:27].[OH-].[Na+]>CO.O>[CH3:1][O:2][C:3]1[C:11]([CH3:12])=[C:10]2[C:6]([C:7](=[O:13])[O:8][CH2:9]2)=[C:5]([O:14][CH2:15][O:16][CH2:17][CH2:18][O:19][CH3:20])[C:4]=1[CH2:21][CH:22]=[C:23]([CH3:30])[CH2:24][CH2:25][C:26]([OH:28])=[O:27] |f:1.2|. Reported procedure: To methyl (E) 6-(1,3-dihydro-6-methoxy-4-methoxyethoxymethoxy-7-methyl-3-oxoisobenzofuran-5-yl)-4-methyl-4-hexenoate (76.0 g) in methanol (300 ml) was added 1N aqueous sodium hydroxide (300 ml). After 11/2 hours the solution was diluted with water, washed twice with ether, then acidified with dilute hydrochloric acid. The acidified solution was extracted with ether, and the extract was dried and evaporated to give (E) 6-(1,3-dihydro-6-methoxy-4-methoxyethoxymethoxy-7-methyl-3-oxoisobenzofuran-5-...